This data is from the Open Reaction Database (ORD), a public repository of structured organic reaction records. The task is: describe an organic reaction: reactants, conditions, products, and yield The reactants are C(C)(C)(C)OC(=O)N1C[C@@H]([C@H](CC1)C1=CC=CC2=C1OC1=C2C=CC=C1)OCC1=CC=C(C=C1)C1=CC=CC=C1 ((3R*,4R*)-3-(biphenyl-4-ylmethoxy)-4-dibenzofuran-4-yl-piperidine-1-carboxylic acid t-butyl ester), Cl (HCl). Product: Cl.C1(=CC=C(C=C1)CO[C@H]1CNCC[C@@H]1C1=CC=CC2=C1OC1=C2C=CC=C1)C1=CC=CC=C1 ((3R*,4R*)-3-(biphenyl-4-ylmethoxy)-4-dibenzofuran-4-yl-piperidine hydrochloride). As a reaction SMILES: C(OC([N:8]1[CH2:13][CH2:12][C@H:11]([C:14]2[C:19]3[O:20][C:21]4[CH:26]=[CH:25][CH:24]=[CH:23][C:22]=4[C:18]=3[CH:17]=[CH:16][CH:15]=2)[C@@H:10]([O:27][CH2:28][C:29]2[CH:34]=[CH:33][C:32]([C:35]3[CH:40]=[CH:39][CH:38]=[CH:37][CH:36]=3)=[CH:31][CH:30]=2)[CH2:9]1)=O)(C)(C)C.[ClH:41]>>[ClH:41].[C:32]1([C:35]2[CH:40]=[CH:39][CH:38]=[CH:37][CH:36]=2)[CH:31]=[CH:30][C:29]([CH2:28][O:27][C@@H:10]2[C@@H:11]([C:14]3[C:19]4[O:20][C:21]5[CH:26]=[CH:25][CH:24]=[CH:23][C:22]=5[C:18]=4[CH:17]=[CH:16][CH:15]=3)[CH2:12][CH2:13][NH:8][CH2:9]2)=[CH:34][CH:33]=1 |f:2.3|. Procedure details: A mixture of (3R*,4R*)-3-(biphenyl-4-ylmethoxy)-4-dibenzofuran-4-yl-piperidine-1-carboxylic acid t-butyl ester (prepared analogously as described in Example 1; 218 mg, 0.41 mmol) and HCl (5M in 2-propanol, 2 mL, 10 mmol) is stirred for 1 h at RT. The solvent is removed in vacuo, the residue triturated with hot MeOH and the suspension filtered. The filter cake is washed with MeOH and ether and dried at 60° C. in vacuo to afford (3R*,4R*)-3-(biphenyl-4-ylmethoxy)-4-dibenzofuran-4-yl-piperidine hyd... Starting materials: OCN1C(CN(CC1=O)CCN1CC(N(C(C1)=O)CO)=O)=O (1,2-bis(4-hydroxymethyl-3,5-dioxopiperazin-1-yl)ethane), N1=CC=CC=C1 (pyridine), C(C)(=O)OC(C)=O (acetic anhydride), C(C)(=O)OCC (ethyl acetate). Conditions: time 12 hour. Product: C(C)(=O)OCN1C(CN(CC1=O)CCN1CC(N(C(C1)=O)COC(C)=O)=O)=O (1,2-Bis(4-acetoxymethyl-3,5-dioxopiperazin-1-yl)ethane). The yield is 70.5%. Reaction SMILES: [OH:1][CH2:2][N:3]1[C:8](=[O:9])[CH2:7][N:6]([CH2:10][CH2:11][N:12]2[CH2:17][C:16](=[O:18])[N:15]([CH2:19][OH:20])[C:14](=[O:21])[CH2:13]2)[CH2:5][C:4]1=[O:22].N1C=CC=CC=1.[C:29](OC(=O)C)(=[O:31])[CH3:30].[C:36](OCC)(=[O:38])[CH3:37]>>[C:29]([O:20][CH2:19][N:15]1[C:14](=[O:21])[CH2:13][N:12]([CH2:11][CH2:10][N:6]2[CH2:7][C:8](=[O:9])[N:3]([CH2:2][O:1][C:36](=[O:38])[CH3:37])[C:4](=[O:22])[CH2:5]2)[CH2:17][C:16]1=[O:18])(=[O:31])[CH3:30]. Reported procedure: A mixture of 1,2-bis(4-hydroxymethyl-3,5-dioxopiperazin-1-yl)ethane (1.50 g, 4.8 m mol), pyridine (10 ml) and acetic anhydride (5 ml, 52.9 m mol) was stirred for 12 hours at room temperature. The reaction mixture was diluted with ethyl acetate (20 ml) and the resulting crystals were collected and washed with ethyl acetate and successively with ether and was dried under reduced pressure to give the titled compound (1.34 g; yield 70.5%). The reactants are ClCCl, O=[N+]([O-])c1cc(Cl)cc2cc(-c3ccccc3)[nH]c12, CN(C)C=O, O=P(Cl)(Cl)OCl. Yields the product O=Cc1c(-c2ccccc2)[nH]c2c([N+](=O)[O-])cc(Cl)cc12. RXN SMILES: [Cl:31][CH2:32][Cl:33].[N+:1](=[O:2])([O-:3])[c:4]1[cH:5][c:6]([Cl:19])[cH:7][c:8]2[cH:9][c:10](-[c:13]3[cH:14][cH:15][cH:16][cH:17][cH:18]3)[nH:11][c:12]12.[O:26]=[CH:27][N:28]([CH3:29])[CH3:30].[P:20]([Cl:21])([Cl:22])([O:23][Cl:24])=[O:25]>>[N+:1](=[O:2])([O-:3])[c:4]1[cH:5][c:6]([Cl:19])[cH:7][c:8]2[c:9]([CH:27]=[O:26])[c:10](-[c:13]3[cH:14][cH:15][cH:16][cH:17][cH:18]3)[nH:11][c:12]12. Reactants: N1=C(C=CC=C1)CC1=CC=C(C=C1)NC(=O)C=1CCOC2=C(C1)C=C(C=C2)C2=CC=C(C=C2)C (N-[4-(2-pyridylmethyl)-phenyl]-7-(4-methylphenyl)-2,3-dihydro-1-benzoxepine-4-carboxamide), ClC1=CC(=CC=C1)C(=O)OO (3-chloro-perbenzoic acid), S(=S)(=O)([O-])[O-].[Na+].[Na+] (sodium thio-sulfate). Solvent: O1CCCC1 (tetrahydrofuran). Conditions: time 17 hour. Yields the product [O-][N+]1=C(C=CC=C1)CC1=CC=C(C=C1)NC(=O)C=1CCOC2=C(C1)C=C(C=C2)C2=CC=C(C=C2)C (N-[4-(1-oxidopyridin-2-ylmethyl)-phenyl]-7-(4-methylphenyl)-2,3-dihydro-1-benzoxepine-4-carboxamide). Isolated yield 59.9%. As a reaction SMILES: [N:1]1[CH:6]=[CH:5][CH:4]=[CH:3][C:2]=1[CH2:7][C:8]1[CH:13]=[CH:12][C:11]([NH:14][C:15]([C:17]2[CH2:18][CH2:19][O:20][C:21]3[CH:27]=[CH:26][C:25]([C:28]4[CH:33]=[CH:32][C:31]([CH3:34])=[CH:30][CH:29]=4)=[CH:24][C:22]=3[CH:23]=2)=[O:16])=[CH:10][CH:9]=1.ClC1C=CC=C(C(OO)=[O:43])C=1.S([O-])([O-])(=O)=S.[Na+].[Na+]>O1CCCC1>[O-:43][N+:1]1[CH:6]=[CH:5][CH:4]=[CH:3][C:2]=1[CH2:7][C:8]1[CH:13]=[CH:12][C:11]([NH:14][C:15]([C:17]2[CH2:18][CH2:19][O:20][C:21]3[CH:27]=[CH:26][C:25]([C:28]4[CH:29]=[CH:30][C:31]([CH3:34])=[CH:32][CH:33]=4)=[CH:24][C:22]=3[CH:23]=2)=[O:16])=[CH:10][CH:9]=1 |f:2.3.4|. Procedure details: To a solution of N-[4-(2-pyridylmethyl)-phenyl]-7-(4-methylphenyl)-2,3-dihydro-1-benzoxepine-4-carboxamide (200mg) in tetrahydrofuran (10ml) was added 3-chloro-perbenzoic acid (70%, 0.18g) at 0° C., and the mixture was stirred at room temperature for 17 hours. To the reaction mixture was added sodium thio-sulfate solution, and the mixture was stirred for a few minutes. The mixture was extracted with ethyl acetate. The organic layer was washed with saturated sodium bicarbonate solution and satura... The reactants are ClCC1CC1 (chloromethylcyclopropane), Br.CCOCC (hydrogen bromide ether), [H-].[Na+] (sodium hydride), CN1CCC(CC1)C1=NNC2=CC=CC=C12 (3-(1-methyl-4-piperidinyl)-1H-indazole). Solvent: CN(C=O)C (dimethylformamide), CCOCC (ether), CN(C=O)C (dimethylformamide), CN(C=O)C (dimethylformamide). Reaction conditions: time 1 hour. Product: Br.C1(CC1)CN1N=C(C2=CC=CC=C12)C1CCN(CC1)C (1-Cyclopropylmethyl-3-(1-methyl-4-piperidinyl)-1H-indazole hydrobromide). Isolated yield 32.0%. RXN SMILES: [H-].[Na+].[CH3:3][N:4]1[CH2:9][CH2:8][CH:7]([C:10]2[C:18]3[C:13](=[CH:14][CH:15]=[CH:16][CH:17]=3)[NH:12][N:11]=2)[CH2:6][CH2:5]1.Cl[CH2:20][CH:21]1[CH2:23][CH2:22]1.[BrH:24].CCOCC>CN(C)C=O.CCOCC>[BrH:24].[CH:21]1([CH2:20][N:12]2[C:13]3[C:18](=[CH:17][CH:16]=[CH:15][CH:14]=3)[C:10]([CH:7]3[CH2:6][CH2:5][N:4]([CH3:3])[CH2:9][CH2:8]3)=[N:11]2)[CH2:23][CH2:22]1 |f:0.1,4.5,8.9|. Procedure: To a stirred mixture of 1.19 g of sodium hydride (50% oil dispersion) in 65 ml of dimethylformamide was added, dropwise, 4.0 g of 3-(1-methyl-4-piperidinyl)-1H-indazole in 20 ml of hot dimethylformamide. The mixture was stirred for 1 hr at ambient temperature and then 1.40 g of chloromethylcyclopropane in 10 ml of dimethylformamide was added dropwise. The reaction mixture was stirred for 21/2 days at ambient temperature. The reaction mixture was quenched with water, extracted with ethyl acetate,... The reactants are C1(CC1)N1CC2=C(NCCC1=O)C=CC(=C2)OC (5-cyclopropyl-8-methoxy-2,3,5,6-tetrahydrobenzo[b][1,5]diazocin-4(1H)-one), C(C)(=O)O (acetic acid), ClC1=CC=C(C=C1)CC=O (2-(4-chlorophenyl)acetaldehyde), C(C)(=O)O[BH-](OC(C)=O)OC(C)=O.[Na+] (sodium triacetoxyborohydride), C([O-])(O)=O.[Na+] (sodium bicarbonate). Solvent: ClC(C)Cl (dichloroethane). Reaction conditions: time 8 hour. Product: ClC1=CC=C(CCN2C3=C(CN(C(CC2)=O)C2CC2)C=C(C=C3)OC)C=C1 (1-(4-chlorophenethyl)-5-cyclopropyl-8-methoxy-2,3,5,6-tetrahydrobenzo[b][1,5]diazocin-4(1H)-one). The yield is 75.5%. As a reaction SMILES: [CH:1]1([N:4]2[C:11](=[O:12])[CH2:10][CH2:9][NH:8][C:7]3[CH:13]=[CH:14][C:15]([O:17][CH3:18])=[CH:16][C:6]=3[CH2:5]2)[CH2:3][CH2:2]1.C(O)(=O)C.[Cl:23][C:24]1[CH:29]=[CH:28][C:27]([CH2:30][CH:31]=O)=[CH:26][CH:25]=1.C(O[BH-](OC(=O)C)OC(=O)C)(=O)C.[Na+].C(=O)(O)[O-].[Na+]>ClC(Cl)C>[Cl:23][C:24]1[CH:29]=[CH:28][C:27]([CH2:30][CH2:31][N:8]2[CH2:9][CH2:10][C:11](=[O:12])[N:4]([CH:1]3[CH2:2][CH2:3]3)[CH2:5][C:6]3[CH:16]=[C:15]([O:17][CH3:18])[CH:14]=[CH:13][C:7]2=3)=[CH:26][CH:25]=1 |f:3.4,5.6|. Reported procedure: To a solution of 5-cyclopropyl-8-methoxy-2,3,5,6-tetrahydrobenzo[b][1,5]diazocin-4(1H)-one (50.0 mg, 0.203 mmol) from Example 1 in dichloroethane (2 ml) at 0° C. was added acetic acid (0.035 ml, 0.609 mmol), 2-(4-chlorophenyl)acetaldehyde (47.0 mg, 0.304 mmol) prepared as above and sodium triacetoxyborohydride (129.0 mg, 0.609 mmol). The mixture was stirred overnight at room temperature and then sodium bicarbonate was added followed by extraction with dichloromethane. The organic phases were dri... Procedure: A 3 L flask equipped with a stirrer, a thermometer, and a dehydration tube was charged with 438 g of adipic acid, 779 g of benzyl alcohol, and 5.7 g of paratoluenesulfonic acid monohydrate, and the components were reacted at 120° C. for 4 hours under a reduced pressure of from 6 to 10.7 kPa, while blowing nitrogen (500 mL/minute) into a space portion. The reaction mixture had an acid value of 1.2 (KOH mg/g). Eight grams of an adsorbent KYOWAAD 500SH (manufactured by Kyowa Kagaku Kogyo) was added... Reactants: C(CCCCC(=O)O)(=O)O (adipic acid), C(C1=CC=CC=C1)O (benzyl alcohol), monohydrate, [OH-].[K+] (KOH). Run at temperature 80 celsius, time 45 minute. Reaction SMILES: [C:1]([OH:10])(=[O:9])[CH2:2][CH2:3][CH2:4][CH2:5][C:6]([OH:8])=[O:7].[CH2:11](O)[C:12]1[CH:17]=[CH:16][CH:15]=[CH:14][CH:13]=1.[OH-].[K+]>>[C:1]([O:10][CH2:11][C:12]1[CH:17]=[CH:16][CH:15]=[CH:14][CH:13]=1)(=[O:9])[CH2:2][CH2:3][CH2:4][CH2:5][C:6]([O:8][CH2:11][C:12]1[CH:17]=[CH:16][CH:15]=[CH:14][CH:13]=1)=[O:7] |f:2.3|. Yields the product C(CCCCC(=O)OCC1=CC=CC=C1)(=O)OCC1=CC=CC=C1 (dibenzyl adipate). The reactants are C[O-].[Na+] (sodium methoxide), CC=1N=C2N(C(C1)=O)C=CC=C2C (2,9-dimethyl-4H-pyrido-[1,2-a]pyrimidin-4-one), COC=1C=C(C=O)C=C(C1OC)OC (3,4,5-trimethoxybenzaldehyde). Solvent: CO (methanol). Product: CC1=CC=CN2C1=NC(=CC2=O)C=CC2=CC(=C(C(=C2)OC)OC)OC (9-Methyl-2-[2-(3,4,5-trimethoxyphenyl)ethenyl]-4H-pyrido-[1,2-a]pyrimidin-4-one). Isolated yield 21.5%. RXN SMILES: C[O-].[Na+].[CH3:4][C:5]1[N:6]=[C:7]2[C:15]([CH3:16])=[CH:14][CH:13]=[CH:12][N:8]2[C:9](=[O:11])[CH:10]=1.[CH3:17][O:18][C:19]1[CH:20]=[C:21]([CH:24]=[C:25]([O:29][CH3:30])[C:26]=1[O:27][CH3:28])[CH:22]=O>CO>[CH3:16][C:15]1[C:7]2=[N:6][C:5]([CH:4]=[CH:22][C:21]3[CH:24]=[C:25]([O:29][CH3:30])[C:26]([O:27][CH3:28])=[C:19]([O:18][CH3:17])[CH:20]=3)=[CH:10][C:9](=[O:11])[N:8]2[CH:12]=[CH:13][CH:14]=1 |f:0.1|. Procedure details: To a solution of 2.2g of sodium methoxide in 100ml of absolute methanol is added 3.5g of 2,9-dimethyl-4H-pyrido-[1,2-a]pyrimidin-4-one, followed by 4.0g of 3,4,5-trimethoxybenzaldehyde. The mixture is stirred and heated under reflux for 28 hours. A crystalline solid separates and this is colled and filtered. The solid consists of a mixture of colorless and yellow crystals that are separated manually to give 1.52g of a pale yellow solid, melting point 208° - 210°C. The yellow solid is recrystalli...